This data is from the Open Reaction Database (ORD), a public repository of structured organic reaction records. The task is: describe an organic reaction: reactants, conditions, products, and yield The reactants are CO, C[O-], Nc1ccnc(Cl)n1, [Na+]. Product: COc1nccc(N)n1. RXN SMILES: [CH3:12][OH:13].[CH3:9][O-:10].[Cl:1][c:2]1[n:3][cH:4][cH:5][c:6]([NH2:8])[n:7]1.[Na+:11]>>[c:2]1([O:10][CH3:9])[n:3][cH:4][cH:5][c:6]([NH2:8])[n:7]1. Reactants: intermediate 14, C(C1=CC=CC=C1)(=O)C=1C=CC(=C(C(=O)N)C1)[N+](=O)[O-] (5-benzoyl-2-nitrobenzamide), S1C=CC=C1 (thiophene). Reagents/catalysts: [Pd] (palladium-on-charcoal). The solvent is CO (methanol), CO (methanol). The product is NC1=C(C(=O)N)C=C(C=C1)C(C1=CC=CC=C1)=O (2-amino-5-benzoylbenzamide). The yield is 41.0%. As a reaction SMILES: [C:1]([C:9]1[CH:10]=[CH:11][C:12]([N+:18]([O-])=O)=[C:13]([CH:17]=1)[C:14]([NH2:16])=[O:15])(=[O:8])[C:2]1[CH:7]=[CH:6][CH:5]=[CH:4][CH:3]=1.S1C=CC=C1>CO.[Pd]>[NH2:18][C:12]1[CH:11]=[CH:10][C:9]([C:1](=[O:8])[C:2]2[CH:3]=[CH:4][CH:5]=[CH:6][CH:7]=2)=[CH:17][C:13]=1[C:14]([NH2:16])=[O:15]. Procedure: A mixture of 7.76 parts of intermediate 14, namely 5-benzoyl-2-nitrobenzamide, 2 parts of a solution of thiophene in methanol 4% and 198 parts of methanol was hydrogenated overnight at normal pressure and at 50° C. with 2 parts of palladium-on-charcoal catalyst 10%. The catalyst was filtered off and washed with tetrahydrofuran. The combined filtrates were evaporated and the residue was co-evaporated with methylbenzene. The residue was purified by column chromatography (silica gel; CHCl3 /CH3OH/C... The reactants are [Al+3], CCOC(=O)CCCCC(=O)O, [Cl-], [Cl-], [Cl-], [Cl-], Fc1ccccc1, O. Yields the product CCOC(=O)CCCCC(=O)c1ccc(F)cc1. RXN SMILES: [Al+3:22].[CH2:9]([CH3:10])[O:11][C:12]([CH2:13][CH2:14][CH2:15][CH2:16][C:17](=[O:18])[OH:19])=[O:20].[Cl-:21].[Cl-:23].[Cl-:24].[Cl-:8].[F:1][c:2]1[cH:3][cH:4][cH:5][cH:6][cH:7]1.[OH2:25]>>[F:1][c:2]1[cH:3][cH:4][c:5]([C:17]([CH2:16][CH2:15][CH2:14][CH2:13][C:12]([O:11][CH2:9][CH3:10])=[O:20])=[O:18])[cH:6][cH:7]1. Reactants: FC1=C(C=C(C=C1)S(=O)(=O)CCC)C#C[Si](C)(C)C ({[2-Fluoro-5-(propylsulfonyl)phenyl]ethynyl}trimethyl silane), BrC1=C(C=C(C(=C1)S(=O)(=O)C)F)C (1-bromo-4-fluoro-5-methanesulfonyl-2-methyl-benzene), C(C)(C)(C)OC(COC1=C(C=C(C=C1)Cl)C#C)=O (tert-butyl(4-chloro-2-ethynylphenoxy)acetate), C(C)(C)(C)OC(COC1=C(C=C(C=C1)Cl)C#C)=O (tert-butyl(4-chloro-2-ethynylphenoxy)acetate). Yields the product C(C)(C)(C)OC(COC1=C(C=C(C=C1)Cl)C#CC1=C(C=C(C(=C1)S(=O)(=O)C)F)C)=O (tert-butyl(4-chloro-2-{[4-fluoro-2-methyl-5-(methylsulfonyl)phenyl]ethynyl}phenoxy)acetate). Reaction SMILES: FC1C=CC(S(CCC)(=O)=O)=CC=1C#C[Si](C)(C)C.[C:20]([O:24][C:25](=[O:37])[CH2:26][O:27][C:28]1[CH:33]=[CH:32][C:31]([Cl:34])=[CH:30][C:29]=1[C:35]#[CH:36])([CH3:23])([CH3:22])[CH3:21].Br[C:39]1[CH:44]=[C:43]([S:45]([CH3:48])(=[O:47])=[O:46])[C:42]([F:49])=[CH:41][C:40]=1[CH3:50]>>[C:20]([O:24][C:25](=[O:37])[CH2:26][O:27][C:28]1[CH:33]=[CH:32][C:31]([Cl:34])=[CH:30][C:29]=1[C:35]#[C:36][C:39]1[CH:44]=[C:43]([S:45]([CH3:48])(=[O:47])=[O:46])[C:42]([F:49])=[CH:41][C:40]=1[CH3:50])([CH3:23])([CH3:22])[CH3:21]. Reported procedure: Following the general method as outlined in Intermediate 107, starting from (4-chloro-2-ethynyl-phenoxy)-acetic acid tert-butyl ester (Intermediate 3) and 1-bromo-4-fluoro-5-methanesulfonyl-2-methyl-benzene (Ger. Offen. 2000; DE 19919349), the title compound was obtained as a brown oil after purification by flash column chromatography (silica), eluting with cyclohexane containing increasing amounts of EtOAc. Starting materials: CC(C)CS(=O)(=O)NCC1CN(S(=O)(=O)c2cccs2)CCN1c1ccc(C(C)(O)C(F)(F)F)cc1, CNCC(=O)O, [Cu]I, Ic1ccccc1, [K+], [K+], [K+], CN(C)C=O, O=P([O-])([O-])[O-]. Yields the product CC(C)CS(=O)(=O)N(CC1CN(S(=O)(=O)c2cccs2)CCN1c1ccc(C(C)(O)C(F)(F)F)cc1)c1ccccc1. RXN SMILES: [CH3:1][CH:2]([CH2:3][S:4](=[O:5])(=[O:6])[NH:7][CH2:8][CH:9]1[N:10]([c:23]2[cH:24][cH:25][c:26]([C:29]([C:30]([F:31])([F:32])[F:33])([CH3:34])[OH:35])[cH:27][cH:28]2)[CH2:11][CH2:12][N:13]([S:15](=[O:16])(=[O:17])[c:18]2[s:19][cH:20][cH:21][cH:22]2)[CH2:14]1)[CH3:36].[CH3:37][NH:38][CH2:39][C:40]([OH:41])=[O:42].[Cu:58][I:59].[I:51][c:52]1[cH:53][cH:54][cH:55][cH:56][cH:57]1.[K+:48].[K+:49].[K+:50].[O:60]=[CH:61][N:62]([CH3:63])[CH3:64].[P:43]([O-:44])([O-:45])([O-:46])=[O:47]>>[CH3:1][CH:2]([CH2:3][S:4](=[O:5])(=[O:6])[N:7]([CH2:8][CH:9]1[N:10]([c:23]2[cH:24][cH:25][c:26]([C:29]([C:30]([F:31])([F:32])[F:33])([CH3:34])[OH:35])[cH:27][cH:28]2)[CH2:11][CH2:12][N:13]([S:15](=[O:16])(=[O:17])[c:18]2[s:19][cH:20][cH:21][cH:22]2)[CH2:14]1)[c:52]1[cH:53][cH:54][cH:55][cH:56][cH:57]1)[CH3:36]. The reactants are ClC=1C=C(COC2=NC(=NC=C2C(=O)OCC)SC)C=CC1OC (Ethyl 4-(3-chloro-4-methoxybenzyloxy)-2-(methylmercapto)pyrimidine-5-carboxylate), [OH-].[Na+] (sodium hydroxide), Cl (hydrochloric acid). Solvent: C1CCOC1 (THF), O (water). Yields the product ClC=1C=C(COC2=NC(=NC=C2C(=O)O)SC)C=CC1OC (4-(3-chloro-4-methoxybenzyloxy)-2-(methylmercapto)pyrimidine-5-carboxylic Acid). As a reaction SMILES: [Cl:1][C:2]1[CH:3]=[C:4]([CH:20]=[CH:21][C:22]=1[O:23][CH3:24])[CH2:5][O:6][C:7]1[C:12]([C:13]([O:15]CC)=[O:14])=[CH:11][N:10]=[C:9]([S:18][CH3:19])[N:8]=1.[OH-].[Na+].Cl>O.C1COCC1>[Cl:1][C:2]1[CH:3]=[C:4]([CH:20]=[CH:21][C:22]=1[O:23][CH3:24])[CH2:5][O:6][C:7]1[C:12]([C:13]([OH:15])=[O:14])=[CH:11][N:10]=[C:9]([S:18][CH3:19])[N:8]=1 |f:1.2|. Procedure details: Ethyl 4-(3-chloro-4-methoxybenzyloxy)-2-(methylmercapto)pyrimidine-5-carboxylate (3.0 g, 8.15 mmol) and sodium hydroxide (652 mg, 16.3 mmol) were dissolved in 10 mL of water and 50 mL of THF, reacted at room temperature for 5 h. The diluted hydrochloric acid was added to adjust to pH=6, extraction was performed with dichloromethane (30 mL×3), the extract was dried and concentrated to obtain a white solid, and this product was directly used in the next reaction without purification. Starting materials: BrC1=C2C=CN(C2=CC(=C1)C#N)C1=CC(=C(C=C1)OCC1=CC=CC=C1)F (4-bromo-1-{3-fluoro-4-[(phenylmethyl)oxy]phenyl}-1H-indole-6-carbonitrile), [OH-].[K+] (potassium hydroxide), Cl (hydrochloric acid). Reagents/catalysts: C=1C=CC(=CC1)/C=C/C(=O)/C=C/C2=CC=CC=C2.C=1C=CC(=CC1)/C=C/C(=O)/C=C/C2=CC=CC=C2.C=1C=CC(=CC1)/C=C/C(=O)/C=C/C2=CC=CC=C2.[Pd].[Pd] (tris(dibenzylideneacetone)dipalladium), C(C)(C)(C)P(C1=C(C=CC=C1)C1=C(C=C(C=C1C(C)C)C(C)C)C(C)C)C(C)(C)C (2-di-tert-butylphosphino-2′,4′,6′-trisisopropylbiphenyl). Solvent: O1CCOCC1 (dioxane), O (water), C(C)(=O)OCC (ethyl acetate), O (water). Conditions: temperature 85 celsius. Product: FC=1C=C(C=CC1OCC1=CC=CC=C1)N1C=CC2=C(C=C(C=C12)C#N)O (1-{3-Fluoro-4-[(phenylmethyl)oxy]phenyl}-4-hydroxy-1H-indole-6-carbonitrile). Isolated yield 94.9%. As a reaction SMILES: Br[C:2]1[CH:10]=[C:9]([C:11]#[N:12])[CH:8]=[C:7]2[C:3]=1[CH:4]=[CH:5][N:6]2[C:13]1[CH:18]=[CH:17][C:16]([O:19][CH2:20][C:21]2[CH:26]=[CH:25][CH:24]=[CH:23][CH:22]=2)=[C:15]([F:27])[CH:14]=1.[OH-:28].[K+].Cl>O1CCOCC1.O.C(OCC)(=O)C.C1C=CC(/C=C/C(/C=C/C2C=CC=CC=2)=O)=CC=1.C1C=CC(/C=C/C(/C=C/C2C=CC=CC=2)=O)=CC=1.C1C=CC(/C=C/C(/C=C/C2C=CC=CC=2)=O)=CC=1.[Pd].[Pd].C(P(C(C)(C)C)C1C=CC=CC=1C1C(C(C)C)=CC(C(C)C)=CC=1C(C)C)(C)(C)C>[F:27][C:15]1[CH:14]=[C:13]([N:6]2[C:7]3[C:3](=[C:2]([OH:28])[CH:10]=[C:9]([C:11]#[N:12])[CH:8]=3)[CH:4]=[CH:5]2)[CH:18]=[CH:17][C:16]=1[O:19][CH2:20][C:21]1[CH:26]=[CH:25][CH:24]=[CH:23][CH:22]=1 |f:1.2,7.8.9.10.11|. Procedure: To a solution of 4-bromo-1-{3-fluoro-4-[(phenylmethyl)oxy]phenyl}-1H-indole-6-carbonitrile (D13) (400 mg, 0.95 mmol) in dioxane (6 mL) and water (6 mL) was added potassium hydroxide (216 mg, 3.9 mmol). The reaction mixture was degassed with argon and then treated with 2-di-tert-butylphosphino-2′,4′,6′-trisisopropylbiphenyl (22 mg, 0.05 mmol) and tris(dibenzylideneacetone)dipalladium (0) (19 mg, 0.02 mmol). After heating at 85° C. for 1 hour, the mixture was allowed to cool to room temperature an...